This data is from the Open Reaction Database (ORD), a public repository of structured organic reaction records. The task is: describe an organic reaction: reactants, conditions, products, and yield Reactants: C(C)(=O)C1=CC=C(C=C1)N1CCNCC1 (1-(4-acetylphenyl)-piperazine), C(C)N(C(=O)Cl)CC (diethylcarbamoyl chloride). The solvent is C(Cl)(Cl)Cl (chloroform). Reaction conditions: time 5 hour. Product: C(C)(=O)C1=CC=C(C=C1)N1CCN(CC1)C(N(CC)CC)=O (1-(4-acetylphenyl)-4-diethylcarbamoylpiperazine). RXN SMILES: [C:1]([C:4]1[CH:9]=[CH:8][C:7]([N:10]2[CH2:15][CH2:14][NH:13][CH2:12][CH2:11]2)=[CH:6][CH:5]=1)(=[O:3])[CH3:2].[CH2:16]([N:18]([CH2:22][CH3:23])[C:19](Cl)=[O:20])[CH3:17]>C(Cl)(Cl)Cl>[C:1]([C:4]1[CH:5]=[CH:6][C:7]([N:10]2[CH2:11][CH2:12][N:13]([C:19](=[O:20])[N:18]([CH2:22][CH3:23])[CH2:16][CH3:17])[CH2:14][CH2:15]2)=[CH:8][CH:9]=1)(=[O:3])[CH3:2]. Reported procedure: In 50 ml of chloroform was dissolved 10.2 g (0.05 mole) of 1-(4-acetylphenyl)-piperazine at room temperature, and 6.8 g (0.05 mole) of diethylcarbamoyl chloride was dropped to the solution over a period of 30 minutes. The mixture was stirred at room temperature for 5 hours, and the insoluble substance was removed. The filtrate was subjected to distillation under reduced pressure and the residue was made alkaline by 4 N aqueous solution of sodium hydroxide and extracted with 100 ml of toluene. Th... Starting materials: S(O)(O)(=O)=O (sulfuric acid), C(C)C1=C(C(=CC(=C1)C)CC)CC(=O)O (2,6-diethyl-4-methylphenylacetic acid), CO (methanol). Yields the product C(C)C1=C(C(=CC(=C1)C)CC)CC(=O)OC (Methyl 2,6-diethyl-4-methylphenylacetate). RXN SMILES: S(=O)(=O)(O)O.[CH2:6]([C:8]1[CH:13]=[C:12]([CH3:14])[CH:11]=[C:10]([CH2:15][CH3:16])[C:9]=1[CH2:17][C:18]([OH:20])=[O:19])[CH3:7].[CH3:21]O>>[CH2:6]([C:8]1[CH:13]=[C:12]([CH3:14])[CH:11]=[C:10]([CH2:15][CH3:16])[C:9]=1[CH2:17][C:18]([O:20][CH3:21])=[O:19])[CH3:7]. Procedure: 1 ml of concentrated sulfuric acid is added to 18.0 g (87.3 mmol) of 2,6-diethyl-4-methylphenylacetic acid and 300 ml of absolute methanol, and the mixture is heated at reflux for 4 h. After cooling, the mixture is extracted with ethyl acetate, the extracts are washed with water in sodium carbonate solution and dried (magnesium sulfate) and the solvent is distilled off. This gives 18.37 g of (95%) of the desired product as a colorless oil. Reactants: C(C)OC(=O)C=1C=C2C(N(C(=NC2=CC1)C)C1=C(C=C(C=C1)OCCCN1CCCC1)OCCF)=O (6-ethoxycarbonyl-3-{2-fluoroethoxy-4-[3-(1-pyrrolidinyl)propoxy]phenyl}-2-methyl-4(3H)-quinazolinone), C[O-].[Na+] (sodium methoxide). Solvent: CO (methanol). Product: FCCOC1=C(C=CC(=C1)OCCCN1CCCC1)N1C(=NC2=CC=C(C=C2C1=O)C(=O)OC)C (3-{2-fluoroethoxy-4-[3-(1-pyrrolidinyl)propoxy]-phenyl}-6-methoxycarbonyl-2-methyl 4(3H)-quinazolinone). Reaction SMILES: [CH2:1]([O:3][C:4]([C:6]1[CH:7]=[C:8]2[C:13](=[CH:14][CH:15]=1)[N:12]=[C:11]([CH3:16])[N:10]([C:17]1[CH:22]=[CH:21][C:20]([O:23][CH2:24][CH2:25][CH2:26][N:27]3[CH2:31][CH2:30][CH2:29][CH2:28]3)=[CH:19][C:18]=1[O:32][CH2:33][CH2:34][F:35])[C:9]2=[O:36])=[O:5])C.C[O-].[Na+]>CO>[F:35][CH2:34][CH2:33][O:32][C:18]1[CH:19]=[C:20]([O:23][CH2:24][CH2:25][CH2:26][N:27]2[CH2:31][CH2:30][CH2:29][CH2:28]2)[CH:21]=[CH:22][C:17]=1[N:10]1[C:9](=[O:36])[C:8]2[C:13](=[CH:14][CH:15]=[C:6]([C:4]([O:3][CH3:1])=[O:5])[CH:7]=2)[N:12]=[C:11]1[CH3:16] |f:1.2|. Procedure details: 6-ethoxycarbonyl-3-{2-fluoroethoxy-4-[3-(1-pyrrolidinyl)propoxy]-phenyl}-2-methyl-4(3H)-quinazolinone synthesized in Example 205 was treated by sodium methoxide in dry methanol, and the title compound was thus obtained. The reactants are BrCCC(C1=CC=CC=C1)(C1=CC=CC=C1)C#N (3-bromo-1-cyano-1,1-diphenylpropane), CNCCC1=CC=C(C=C1)Cl (N-methyl-4-chlorophenethylamine), C([O-])([O-])=O.[K+].[K+] (potassium carbonate). Run in C(C)#N (acetonitrile). Product: ClC1=CC=C(CCN(C)CCC(C2=CC=CC=C2)(C2=CC=CC=C2)C#N)C=C1 (3-[N-(4-chlorophenethyl)-N-methylamino]-1-cyano-1,1-diphenylpropane). RXN SMILES: Br[CH2:2][CH2:3][C:4]([C:17]#[N:18])([C:11]1[CH:16]=[CH:15][CH:14]=[CH:13][CH:12]=1)[C:5]1[CH:10]=[CH:9][CH:8]=[CH:7][CH:6]=1.[CH3:19][NH:20][CH2:21][CH2:22][C:23]1[CH:28]=[CH:27][C:26]([Cl:29])=[CH:25][CH:24]=1.C(=O)([O-])[O-].[K+].[K+]>C(#N)C>[Cl:29][C:26]1[CH:25]=[CH:24][C:23]([CH2:22][CH2:21][N:20]([CH2:2][CH2:3][C:4]([C:17]#[N:18])([C:11]2[CH:16]=[CH:15][CH:14]=[CH:13][CH:12]=2)[C:5]2[CH:10]=[CH:9][CH:8]=[CH:7][CH:6]=2)[CH3:19])=[CH:28][CH:27]=1 |f:2.3.4|. Reported procedure: A mixture containing 3-bromo-1-cyano-1,1-diphenylpropane (0.9 g--see Preparation 4), N-methyl-4-chlorophenethylamine (0.51 g, see CA 61:15224h), anhydrous potassium carbonate (0.83 g) and acetonitrile (40 ml) was heated under reflux for 24 hours then partitioned between dichloromethane (50 ml) and water (50 ml). The dichloromethane layer was dried (Na2SO4) and concentrated in vacuo to give a gum which was purified by column chromatography on silica eluting with hexane containing dichloromethane ...